This data is from the Open Reaction Database (ORD), a public repository of structured organic reaction records. The task is: describe an organic reaction: reactants, conditions, products, and yield Yields the product BrCC1=C(C=CC=C1)[N+](=O)[O-] (1-Bromomethyl-2-nitro-benzene). Procedure: 1-Methyl-2-nitro-benzene was reacted with N-bromosuccinamide as described in the synthesis of Example 1e to obtain the title compound. Starting materials: CC1=C(C=CC=C1)[N+](=O)[O-] (1-Methyl-2-nitro-benzene), BrNC(CCC(=O)N)=O (N-bromosuccinamide). As a reaction SMILES: [CH3:1][C:2]1[CH:7]=[CH:6][CH:5]=[CH:4][C:3]=1[N+:8]([O-:10])=[O:9].[Br:11]NC(=O)CCC(N)=O>>[Br:11][CH2:1][C:2]1[CH:7]=[CH:6][CH:5]=[CH:4][C:3]=1[N+:8]([O-:10])=[O:9]. Reactants: C(C)(=O)NC1=C2CCC(CC2=CC=C1)N(CCC)CCC (5-acetylamino-2-di-n-propylamino-tetraline), C(C1=CC=CC=C1)Cl (benzyl chloride). Yields the product C(C)(=O)N(CC1=CC=CC=C1)C1=C2CCC(CC2=CC=C1)N(CCC)CCC (5-(N-Acetyl-N-benzyl-amino)-2-di-n-propylamino-tetraline). Reaction SMILES: [C:1]([NH:4][C:5]1[CH:14]=[CH:13][CH:12]=[C:11]2[C:6]=1[CH2:7][CH2:8][CH:9]([N:15]([CH2:19][CH2:20][CH3:21])[CH2:16][CH2:17][CH3:18])[CH2:10]2)(=[O:3])[CH3:2].[CH2:22](Cl)[C:23]1[CH:28]=[CH:27][CH:26]=[CH:25][CH:24]=1>>[C:1]([N:4]([C:5]1[CH:14]=[CH:13][CH:12]=[C:11]2[C:6]=1[CH2:7][CH2:8][CH:9]([N:15]([CH2:16][CH2:17][CH3:18])[CH2:19][CH2:20][CH3:21])[CH2:10]2)[CH2:22][C:23]1[CH:28]=[CH:27][CH:26]=[CH:25][CH:24]=1)(=[O:3])[CH3:2]. Reported procedure: Starting from 2.55 g (0.010 mol) of 5-acetylamino-2-di-n-propylamino-tetraline (Example 4.3.4) and 1.50 g (0.012 mol) of benzyl chloride the title compound is obtained analogously to Example 4.7.1 in the form of a gum in a yield of 3.0 g (79.0% of theory). Reactants: [BH4-], O=C([O-])O, ClCCl, CO, [Mg+2], Nc1ccc(OCCN2CCCC2)cc1, [Na+], [Na+], O=S(=O)([O-])[O-], O=Cc1cccc(OC2CCCCO2)c1, O. The product is c1cc(CNc2ccc(OCCN3CCCC3)cc2)cc(OC2CCCCO2)c1. Reaction SMILES: [BH4-:37].[C:39](=[O:40])([OH:41])[O-:42].[CH2:44]([Cl:45])[Cl:46].[CH3:48][OH:49].[Mg+2:31].[N:1]1([CH2:6][CH2:7][O:8][c:9]2[cH:10][cH:11][c:12]([NH2:15])[cH:13][cH:14]2)[CH2:2][CH2:3][CH2:4][CH2:5]1.[Na+:38].[Na+:43].[O-:32][S:33](=[O:34])(=[O:35])[O-:36].[O:16]1[CH:17]([O:22][c:23]2[cH:24][c:25]([CH:26]=[O:27])[cH:28][cH:29][cH:30]2)[CH2:18][CH2:19][CH2:20][CH2:21]1.[OH2:47]>>[N:1]1([CH2:6][CH2:7][O:8][c:9]2[cH:10][cH:11][c:12]([NH:15][CH2:26][c:25]3[cH:24][c:23]([O:22][CH:17]4[O:16][CH2:21][CH2:20][CH2:19][CH2:18]4)[cH:30][cH:29][cH:28]3)[cH:13][cH:14]2)[CH2:2][CH2:3][CH2:4][CH2:5]1.